From a dataset of the Open Reaction Database (ORD), a public repository of structured organic reaction records. describe an organic reaction: reactants, conditions, products, and yield Starting materials: BrC1=C(CN2C(=NC=3N(C(N(C(C23)=O)C)=O)C)Cl)C=CC=C1 (7-(2-Bromobenzyl)-8-chloro-1,3-dimethyl-3,7-dihydropurine-2,6-dione), C(C)(C)(C)OC(=O)N[C@H]1CNCC1 ((3R)-(+)-3-(tert-butoxycarbonylamino)pyrrolidine). As a reaction SMILES: [Br:1][C:2]1[CH:22]=[CH:21][CH:20]=[CH:19][C:3]=1[CH2:4][N:5]1[C:13]2[C:12](=[O:14])[N:11]([CH3:15])[C:10](=[O:16])[N:9]([CH3:17])[C:8]=2[N:7]=[C:6]1Cl.[C:23]([O:27][C:28]([NH:30][C@@H:31]1[CH2:35][CH2:34][NH:33][CH2:32]1)=[O:29])([CH3:26])([CH3:25])[CH3:24]>>[C:23]([O:27][C:28](=[O:29])[NH:30][CH:31]1[CH2:35][CH2:34][N:33]([C:6]2[N:5]([CH2:4][C:3]3[CH:19]=[CH:20][CH:21]=[CH:22][C:2]=3[Br:1])[C:13]3[C:12](=[O:14])[N:11]([CH3:15])[C:10](=[O:16])[N:9]([CH3:17])[C:8]=3[N:7]=2)[CH2:32]1)([CH3:26])([CH3:24])[CH3:25]. The product is C(C)(C)(C)OC(NC1CN(CC1)C1=NC=2N(C(N(C(C2N1CC1=C(C=CC=C1)Br)=O)C)=O)C)=O ((1-(7-(2-Bromobenzyl)-1,3-dimethyl-2,6-dioxo-1,2,3,6-tetrahydropurin-8-yl)pyrrolidin-3-yl)carbamic acid tert-butyl ester). Reported procedure: 7-(2-Bromobenzyl)-8-chloro-1,3-dimethyl-3,7-dihydropurine-2,6-dione (10A) (100 mg, 0.26 mmol) and (3R)-(+)-3-(tert-butoxycarbonylamino)pyrrolidine (243 mg, 1.30 mmol) were reacted and purified as described in example 3, step A, to give compound (11A) as brown crystals.